Dataset: the Open Reaction Database (ORD), a public repository of structured organic reaction records. Task: describe an organic reaction: reactants, conditions, products, and yield The reactants are C(CCCCCC)(=O)O (heptanoic acid), ClCC(=O)OC(CCl)=O (monochloroacetic anhydride), C(C)(=O)OC1=CC=C(C=C1)C1=CC=CC=C1 (4-acetoxybiphenyl). Run in ClCC(Cl)(Cl)Cl (tetrachloroethane). Conditions: temperature 100 celsius, time 10 hour. Product: C(C)(=O)OC1=CC=C(C=C1)C1=CC=C(C=C1)C(CCCCCC)=O (4-acetoxy-4'-heptanoylbiphenyl). Isolated yield 74.0%. As a reaction SMILES: [C:1]([OH:9])(=O)[CH2:2][CH2:3][CH2:4][CH2:5][CH2:6][CH3:7].ClCC(OC(=O)CCl)=O.[C:19]([O:22][C:23]1[CH:28]=[CH:27][C:26]([C:29]2[CH:34]=[CH:33][CH:32]=[CH:31][CH:30]=2)=[CH:25][CH:24]=1)(=[O:21])[CH3:20]>ClCC(Cl)(Cl)Cl>[C:19]([O:22][C:23]1[CH:28]=[CH:27][C:26]([C:29]2[CH:34]=[CH:33][C:32]([C:1](=[O:9])[CH2:2][CH2:3][CH2:4][CH2:5][CH2:6][CH3:7])=[CH:31][CH:30]=2)=[CH:25][CH:24]=1)(=[O:21])[CH3:20]. Reported procedure: In 50 ml of tetrachloroethane were dissolved 6.51 g (0.05 mole) of heptanoic acid and 9.83 g (0.0575 mole) of monochloroacetic anhydride. To the resulting solution were added 12.74 g (0.06 mole) of 4-acetoxybiphenyl and 0.8 g of boron trifluoride-diethyl ether complex and the resulting mixture was then stirred at 100° C. for 10 hours. After completion of the reaction, the reaction solution was cooled and washed with 5% aqueous sodium carbonate solution and water in this order. The organic layer ... Starting materials: CCOC(=O)c1c(C=C2CC2)c2ccccc2n1Cc1cccc(C(F)(F)F)c1, CCOC(C)=O, CCCCCC, [Na+], C1CCOC1, [OH-]. Yields the product O=C(O)c1c(C=C2CC2)c2ccccc2n1Cc1cccc(C(F)(F)F)c1. Reaction SMILES: [C:1]1(=[CH:4][c:5]2[c:6]([C:25](=[O:26])[O:27][CH2:28][CH3:29])[n:7]([CH2:14][c:15]3[cH:16][c:17]([C:21]([F:22])([F:23])[F:24])[cH:18][cH:19][cH:20]3)[c:8]3[cH:9][cH:10][cH:11][cH:12][c:13]23)[CH2:2][CH2:3]1.[C:43]([O:44][CH2:45][CH3:46])(=[O:47])[CH3:48].[CH3:37][CH2:38][CH2:39][CH2:40][CH2:41][CH3:42].[Na+:31].[O:32]1[CH2:33][CH2:34][CH2:35][CH2:36]1.[OH-:30]>>[C:1]1(=[CH:4][c:5]2[c:6]([C:25](=[O:26])[OH:27])[n:7]([CH2:14][c:15]3[cH:16][c:17]([C:21]([F:22])([F:23])[F:24])[cH:18][cH:19][cH:20]3)[c:8]3[cH:9][cH:10][cH:11][cH:12][c:13]23)[CH2:2][CH2:3]1. Procedure details: The reaction of the mesylate from experiment A2 with 2-ethylbenzenethiol yielded (2S,4R)-2-(1-cyano-cyclopropylcarbamoyl)-4-(2-ethyl-phenylsulfanyl)-pyrrolidine-1-carboxylic acid t-butyl ester as a colorless oil. MS: 414.4 [M−H]−. Yields the product C(C)(C)(C)OC(=O)N1[C@@H](C[C@H](C1)SC1=C(C=CC=C1)CC)C(NC1(CC1)C#N)=O ((2S,4R)-2-(1-cyano-cyclopropylcarbamoyl)-4-(2-ethyl-phenylsulfanyl)-pyrrolidine-1-carboxylic acid t-butyl ester). Reactants: S(C)(=O)(=O)[O-] (mesylate), C(C)(C)(C)OC(=O)N1[C@@H](C[C@@H](C1)OS(=O)(=O)C)C(NC1(CC1)C#N)=O ((2S,4S)-2-(1-cyano-cyclopropylcarbamoyl)-4-methanesulfonyloxy-pyrrolidine-1-carboxylic acid t-butyl ester), C(C)C1=C(C=CC=C1)S (2-ethylbenzenethiol). As a reaction SMILES: S([O-])(=O)(=O)C.[C:6]([O:10][C:11]([N:13]1[CH2:17][C@@H:16](OS(C)(=O)=O)[CH2:15][C@H:14]1[C:23](=[O:30])[NH:24][C:25]1([C:28]#[N:29])[CH2:27][CH2:26]1)=[O:12])([CH3:9])([CH3:8])[CH3:7].[CH2:31]([C:33]1[CH:38]=[CH:37][CH:36]=[CH:35][C:34]=1[SH:39])[CH3:32]>>[C:6]([O:10][C:11]([N:13]1[CH2:17][C@H:16]([S:39][C:34]2[CH:35]=[CH:36][CH:37]=[CH:38][C:33]=2[CH2:31][CH3:32])[CH2:15][C@H:14]1[C:23](=[O:30])[NH:24][C:25]1([C:28]#[N:29])[CH2:26][CH2:27]1)=[O:12])([CH3:7])([CH3:9])[CH3:8]. Starting materials: N[C@@H]1CC[C@H](CC1)NC(=O)C1=CNC2=C1N=CN=C2C2=C(C=C(C(=C2)F)OC)OCC2CC2 (trans-4-(2-cyclopropylmethoxy-5-fluoro-4-methoxy-phenyl)-5H-pyrrolo[3,2-d]pyrimidine-7-carboxylic acid (4-amino-cyclohexyl)-amide), ClC(=O)[C@H](C)OC(C)=O (acetic acid (S)-1-chlorocarbonyl-ethyl ester). Yields the product O[C@H](C(=O)N[C@@H]1CC[C@H](CC1)NC(=O)C1=CNC2=C1N=CN=C2C2=C(C=C(C(=C2)F)OC)OCC2CC2)C (trans-4-(2-Cyclopropylmethoxy-5-fluoro-4-methoxy-phenyl)-5H-pyrrolo[3,2-d]pyrimidine-7-carboxylic acid [4-((S)-2-hydroxy-propionylamino)-cyclohexyl]-amide). RXN SMILES: [NH2:1][C@H:2]1[CH2:7][CH2:6][C@H:5]([NH:8][C:9]([C:11]2[C:15]3[N:16]=[CH:17][N:18]=[C:19]([C:20]4[CH:25]=[C:24]([F:26])[C:23]([O:27][CH3:28])=[CH:22][C:21]=4[O:29][CH2:30][CH:31]4[CH2:33][CH2:32]4)[C:14]=3[NH:13][CH:12]=2)=[O:10])[CH2:4][CH2:3]1.Cl[C:35]([C@@H:37]([O:39]C(=O)C)[CH3:38])=[O:36]>>[OH:39][C@@H:37]([CH3:38])[C:35]([NH:1][C@H:2]1[CH2:7][CH2:6][C@H:5]([NH:8][C:9]([C:11]2[C:15]3[N:16]=[CH:17][N:18]=[C:19]([C:20]4[CH:25]=[C:24]([F:26])[C:23]([O:27][CH3:28])=[CH:22][C:21]=4[O:29][CH2:30][CH:31]4[CH2:33][CH2:32]4)[C:14]=3[NH:13][CH:12]=2)=[O:10])[CH2:4][CH2:3]1)=[O:36]. Procedure: Starting from trans-4-(2-cyclopropylmethoxy-5-fluoro-4-methoxy-phenyl)-5H-pyrrolo[3,2-d]pyrimidine-7-carboxylic acid (4-amino-cyclohexyl)-amide (example A139) and acetic acid (S)-1-chlorocarbonyl-ethyl ester the title compound is obtained as colorless solid. Starting materials: Tetrakis-triphenylphosphine, C(C)(C)(C)OC(=O)N1CCC(CC1)(C1=NC(=CC=C1Cl)Cl)O (3,6-dichloro-4′-hydroxy-3′,4′,5′,6′-tetrahydro-2′H[2,4′]bipyridinyl-1′-carboxylic acid tert-butyl ester), C([O-])([O-])=O.[K+].[K+] (potassium carbonate), C(C)B(CC)CC (Triethylborane), C1CCOC1 (THF). Solvent: CN(C)C=O (DMF). Conditions: temperature 150 celsius. The product is C(C)(C)(C)OC(=O)N1CCC(CC1)(C1=NC(=CC=C1Cl)CC)O (3-Chloro-6-ethyl-4′-hydroxy-3′,4′,5′,6′-tetrahydro-2′H[2,4′]bipyridinyl-1′-carboxylic acid tert-butyl ester). As a reaction SMILES: [C:1]([O:5][C:6]([N:8]1[CH2:13][CH2:12][C:11]([OH:22])([C:14]2[C:19]([Cl:20])=[CH:18][CH:17]=[C:16](Cl)[N:15]=2)[CH2:10][CH2:9]1)=[O:7])([CH3:4])([CH3:3])[CH3:2].C(=O)([O-])[O-].[K+].[K+].[CH2:29](B(CC)CC)[CH3:30].C1COCC1>CN(C=O)C>[C:1]([O:5][C:6]([N:8]1[CH2:13][CH2:12][C:11]([OH:22])([C:14]2[C:19]([Cl:20])=[CH:18][CH:17]=[C:16]([CH2:29][CH3:30])[N:15]=2)[CH2:10][CH2:9]1)=[O:7])([CH3:4])([CH3:3])[CH3:2] |f:1.2.3|. Procedure details: Tetrakis-triphenylphosphine (0.083 g, 0.072 mmol) was added to a solution of 3,6-dichloro-4′-hydroxy-3′,4′,5′,6′-tetrahydro-2′H[2,4′]bipyridinyl-1′-carboxylic acid tert-butyl ester (0.25 g, 0.72 mmol) and potassium carbonate (0.2 g, 1.44 mmol) in DMF (4 mL). Triethylborane in THF (1 M, 0.79 mL, 0.79 mmol) was added via syringe under a nitrogen atmosphere and the reaction heated by microwave at 150° C. for 20 minutes. The reaction mixture was then cooled, filtered through celite and partitioned b... Reactants: Cl (hydrogen chloride), CC1(OB(OC1(C)C)C=1C=C2C(=NC1)NN=C2NC(=O)C2CC2)C (cyclopropanecarboxylic acid [5-(4,4,5,5,-tetramethyl-[1,3,2]dioxaborolan-2-yl)-1H-pyrazolo[3,4-b]pyridin-3-yl]amide), BrC=1C=NC=CC1 (3-bromopyridine), C(C)(=O)[O-].[K+] (potassium acetate). Reagents/catalysts: C=1C=CC(=CC1)[P](C=2C=CC=CC2)(C=3C=CC=CC3)[Pd]([P](C=4C=CC=CC4)(C=5C=CC=CC5)C=6C=CC=CC6)([P](C=7C=CC=CC7)(C=8C=CC=CC8)C=9C=CC=CC9)[P](C=1C=CC=CC1)(C=1C=CC=CC1)C=1C=CC=CC1 (Tetrakis(triphenylphosphine)palladium(0)). Solvent: C(C)OCC (diethyl ether), CCOC(=O)C (EtOAc), CN(C)C=O (DMF), CCO (EtOH), O (H2O). The product is Cl.N1=CC(=CC=C1)C=1C=C2C(=NC1)NN=C2NC(=O)C2CC2 (Cyclopropanecarboxylic acid (5-pyridin-3-yl-1H-pyrazolo[3,4-b]pyridin-3-yl)amide Hydrochloride Salt). Reaction SMILES: CC1(C)C(C)(C)OB([C:9]2[CH:10]=[C:11]3[C:17]([NH:18][C:19]([CH:21]4[CH2:23][CH2:22]4)=[O:20])=[N:16][NH:15][C:12]3=[N:13][CH:14]=2)O1.Br[C:26]1[CH:27]=[N:28][CH:29]=[CH:30][CH:31]=1.C([O-])(=O)C.[K+].[ClH:37]>CN(C=O)C.CCO.O.CCOC(C)=O.C(OCC)C.C1C=CC([P]([Pd]([P](C2C=CC=CC=2)(C2C=CC=CC=2)C2C=CC=CC=2)([P](C2C=CC=CC=2)(C2C=CC=CC=2)C2C=CC=CC=2)[P](C2C=CC=CC=2)(C2C=CC=CC=2)C2C=CC=CC=2)(C2C=CC=CC=2)C2C=CC=CC=2)=CC=1>[ClH:37].[N:28]1[CH:29]=[CH:30][CH:31]=[C:26]([C:9]2[CH:10]=[C:11]3[C:17]([NH:18][C:19]([CH:21]4[CH2:22][CH2:23]4)=[O:20])=[N:16][NH:15][C:12]3=[N:13][CH:14]=2)[CH:27]=1 |f:2.3,11.12,^1:61,63,82,101|. Procedure: Tetrakis(triphenylphosphine)palladium(0) (20 mg, 0.02 mmol) was added to a stirred and degassed solution of cyclopropanecarboxylic acid [5-(4,4,5,5,-tetramethyl-[1,3,2]dioxaborolan-2-yl)-1H-pyrazolo[3,4-b]pyridin-3-yl]amide (Description 7; 200 mg, 0.61 mmol), 3-bromopyridine (193 mg, 1.22 mmol) and potassium acetate (179 mg, 1.83 mmol) in DMF (2 mL), EtOH (1 mL) and H2O (1 mL) and the reaction mixture was stirred at 100° C. for 18 h. The reaction mixture was dissolved in EtOAc (100 mL) and washe... The reactants are CCO, Cc1cc(Cl)c2ccccc2n1, NN, O. The product is Cc1cc(NN)c2ccccc2n1. Reaction SMILES: [CH3:16][CH2:17][OH:18].[Cl:1][c:2]1[cH:3][c:4]([CH3:12])[n:5][c:6]2[cH:7][cH:8][cH:9][cH:10][c:11]12.[NH2:14][NH2:15].[OH2:13]>>[c:2]1([NH:14][NH2:15])[cH:3][c:4]([CH3:12])[n:5][c:6]2[cH:7][cH:8][cH:9][cH:10][c:11]12. Reactants: FC1=CC=C(C=C1)N1N=CC2=CC(=CC=C12)O[C@@H]([C@H](C)N)C1=CC=C(C=C1)OC ((1R,2S)-1-(1-(4-fluorophenyl)-1H-indazol-5-yloxy)-1-(4-methoxyphenyl)propan-2-amine), C(C(C)(C)C)(=O)Cl (Pivaloyl chloride). The product is FC1=CC=C(C=C1)N1N=CC2=CC(=CC=C12)O[C@@H]([C@H](C)NC(C(C)(C)C)=O)C1=CC=C(C=C1)OC (N-((1R,2S)-1-(1-(4-fluorophenyl)-1H-indazol-5-yloxy)-1-(4-methoxyphenyl)propan-2-yl)pivalamide). Reaction SMILES: [F:1][C:2]1[CH:7]=[CH:6][C:5]([N:8]2[C:16]3[C:11](=[CH:12][C:13]([O:17][C@H:18]([C:22]4[CH:27]=[CH:26][C:25]([O:28][CH3:29])=[CH:24][CH:23]=4)[C@@H:19]([NH2:21])[CH3:20])=[CH:14][CH:15]=3)[CH:10]=[N:9]2)=[CH:4][CH:3]=1.[C:30](Cl)(=[O:35])[C:31]([CH3:34])([CH3:33])[CH3:32]>>[F:1][C:2]1[CH:3]=[CH:4][C:5]([N:8]2[C:16]3[C:11](=[CH:12][C:13]([O:17][C@H:18]([C:22]4[CH:23]=[CH:24][C:25]([O:28][CH3:29])=[CH:26][CH:27]=4)[C@@H:19]([NH:21][C:30](=[O:35])[C:31]([CH3:34])([CH3:33])[CH3:32])[CH3:20])=[CH:14][CH:15]=3)[CH:10]=[N:9]2)=[CH:6][CH:7]=1. Procedure: Prepared as described in Example 83 using (1R,2S)-1-(1-(4-fluorophenyl)-1H-indazol-5-yloxy)-1-(4-methoxyphenyl)propan-2-amine (90a, 20 mg, 0.05 mmol) and Pivaloyl chloride (19 μl, 0.15 mmol). Yield 13 mg (55%). As a reaction SMILES: [CH3:19][C:20]([O-:21])=[O:22].[CH3:23][OH:24].[Cl:1][c:2]1[c:3]([C:4](=[O:5])[NH:6][CH2:7][CH:8]=[O:9])[cH:10][cH:11][cH:12][c:13]1[Cl:14].[ClH:15].[NH2:16][OH:17].[Na+:18]>>[Cl:1][c:2]1[c:3]([C:4](=[O:5])[NH:6][CH2:7][CH2:8][N:16]([OH:17])[CH:20]=[O:22])[cH:10][cH:11][cH:12][c:13]1[Cl:14]. Yields the product O=CN(O)CCNC(=O)c1cccc(Cl)c1Cl. The reactants are CC(=O)[O-], CO, O=CCNC(=O)c1cccc(Cl)c1Cl, Cl, NO, [Na+]. Reactants: CCOP(=O)(CC(=O)OC)OCC, C[O-], CCC(C)=O, [Na+], O. The product is CCC(C)=CC(=O)OC. RXN SMILES: [CH2:1]([O:2][P:3]([O:4][CH2:5][CH3:6])(=[O:7])[CH2:9][C:10](=[O:11])[O:12][CH3:13])[CH3:8].[CH3:14][O-:15].[CH3:17][C:18]([CH2:19][CH3:20])=[O:21].[Na+:16].[OH2:22]>>[CH:9]([C:10](=[O:11])[O:12][CH3:13])=[C:18]([CH3:17])[CH2:19][CH3:20].